Task: describe an organic reaction: reactants, conditions, products, and yield. Dataset: the Open Reaction Database (ORD), a public repository of structured organic reaction records Reactants: [Mg] (magnesium), BrC1=CC=C(C=C1)F (1-bromo-4-fluorobenzene), O (water), O=C(CCCCC1=CC=CC=C1)C=1N=CNC1 (4-(1-oxo-5-phenylpentyl)-1H-imidazole). Solvent: O1CCCC1 (tetrahydrofuran), O1CCCC1 (tetrahydrofuran), O1CCCC1 (tetrahydrofuran). Yields the product FC1=CC=C(C=C1)C(CCCCC1=CC=CC=C1)(O)C=1N=CNC1 (4-[1-(4-fluorophenyl)-1-hydroxy-5-phenylpentyl]-1H-imidazole). Reaction SMILES: [Mg].Br[C:3]1[CH:8]=[CH:7][C:6]([F:9])=[CH:5][CH:4]=1.[O:10]=[C:11]([C:22]1[N:23]=[CH:24][NH:25][CH:26]=1)[CH2:12][CH2:13][CH2:14][CH2:15][C:16]1[CH:21]=[CH:20][CH:19]=[CH:18][CH:17]=1.O>O1CCCC1>[F:9][C:6]1[CH:7]=[CH:8][C:3]([C:11]([C:22]2[N:23]=[CH:24][NH:25][CH:26]=2)([OH:10])[CH2:12][CH2:13][CH2:14][CH2:15][C:16]2[CH:21]=[CH:20][CH:19]=[CH:18][CH:17]=2)=[CH:4][CH:5]=1. Reported procedure: 0,52 g of magnesium turnings are covered with 60 ml of dry tetrahydrofuran. Then a solution of 1-bromo-4-fluorobenzene (3,8 g) in 60 ml of dry tetrahydrofuran is added dropwise to the mixture at such a rate that a smooth reaction is maintained. After the addition is complete, the reaction mixture is refluxed for one additional hour and cooled to room temperature. The reaction mixture is then added dropwise to a solution of 4-(1-oxo-5-phenylpentyl)-1H-imidazole (3,8 g) in 40 ml of tetrahydrofuran... Starting materials: C=CC1=CC=CC=C1 (styrene). Solvent: C1CCCCC1 (cyclohexane). The product is C=CC=C.C=CC(C)=C.C=CC1=CC=CC=C1.C=CC(C)=C.C=CC1=CC=CC=C1 (Styrene-Isoprene-Butadiene Isoprene Styrene). RXN SMILES: [CH2:1]=[CH:2][C:3]1[CH:8]=[CH:7][CH:6]=[CH:5][CH:4]=1>C1CCCCC1>[CH2:1]=[CH:2][CH:3]=[CH2:4].[CH2:1]=[CH:2][C:3](=[CH2:4])[CH3:8].[CH2:1]=[CH:2][C:3]1[CH:8]=[CH:7][CH:6]=[CH:5][CH:4]=1.[CH2:1]=[CH:2][C:3](=[CH2:4])[CH3:8].[CH2:1]=[CH:2][C:3]1[CH:8]=[CH:7][CH:6]=[CH:5][CH:4]=1 |f:2.3.4.5.6|. Procedure: Finally, thereto was added a cyclohexane solution containing 15 parts by mass of styrene, and the resulting mixture was polymerized for 30 minutes at 70° C. to obtain a polymer. Reactants: [OH-].[Na+] (sodium hydroxide), C(#N)[C@H]1CN(CC1)CC1=CC=CC=C1 ((3R)-3-Cyano-1-benzylpyrrolidine), resultant mixture, C(C)[Mg]Br (ethylmagnesium bromide). The reagents and catalysts are CC([O-])C.CC([O-])C.CC([O-])C.CC([O-])C.[Ti+4] (Titanium(IV) tetraisopropoxide). Run in O1CCCC1 (tetrahydrofuran). Conditions: time 0.5 hour. The product is NC1(CC1)[C@H]1CN(CC1)CC1=CC=CC=C1 ((3R)-3-(1-Aminocyclopropyl)-1-benzylpyrrolidine). RXN SMILES: [C:1]([C@@H:3]1[CH2:7][CH2:6][N:5]([CH2:8][C:9]2[CH:14]=[CH:13][CH:12]=[CH:11][CH:10]=2)[CH2:4]1)#[N:2].[CH2:15]([Mg]Br)[CH3:16].[OH-].[Na+]>O1CCCC1.CC(C)[O-].CC(C)[O-].CC(C)[O-].CC(C)[O-].[Ti+4]>[NH2:2][C:1]1([C@@H:3]2[CH2:7][CH2:6][N:5]([CH2:8][C:9]3[CH:14]=[CH:13][CH:12]=[CH:11][CH:10]=3)[CH2:4]2)[CH2:16][CH2:15]1 |f:2.3,5.6.7.8.9|. Reported procedure: (3R)-3-Cyano-1-benzylpyrrolidine (1.40 g) was dissolved in tetrahydrofuran (21.0 mL) under an argon atmosphere. Titanium(IV) tetraisopropoxide (2.40 mL) and ethylmagnesium bromide (5.00 mL, 3 mol/L solution in ether) were added to the solution at room temperature. After 0.5 h, trifluoroboron-diethyl ether complex (1.90 mL) was added dropwise to the mixture, and the resultant mixture was stirred at room temperature. After 4 h, 2 mol/L aqueous sodium hydroxide (30 mL) was added to the reaction mix...